This data is from the Open Reaction Database (ORD), a public repository of structured organic reaction records. The task is: describe an organic reaction: reactants, conditions, products, and yield Yields the product NC1=NC2=CC=C(C(=C2C(=N1)N)Cl)N (2,4,6-triamino-5-chloroquinazoline). Reaction SMILES: [NH2:1][C:2]1[N:11]=[C:10]([NH2:12])[C:9]2[C:4](=[CH:5][CH:6]=[C:7]([N+:14]([O-])=O)[C:8]=2[Cl:13])[N:3]=1>[Pt].COCCO.C(O)C>[NH2:1][C:2]1[N:11]=[C:10]([NH2:12])[C:9]2[C:4](=[CH:5][CH:6]=[C:7]([NH2:14])[C:8]=2[Cl:13])[N:3]=1. The reagents and catalysts are [Pt] (platinum on carbon). Reactants: NC1=NC2=CC=C(C(=C2C(=N1)N)Cl)[N+](=O)[O-] (2,4-diamino-5-chloro-6-nitroquinazoline). Procedure details: This compound was prepared in a manner analogous to that of Example 13, using 11.0 grams (0.049 mole) of 2,4-diamino-5-chloro-6-nitroquinazoline and 1.0 gram of 10% platinum on carbon in 70 mL of 2-methoxyethanol and 130 mL of ethanol, yielding 2,4,6-triamino-5-chloroquinazoline. Run in C(C)O (ethanol), COCCO (2-methoxyethanol). Reactants: [N+](=O)([O-])C1=CC2=C(C(N(S2)[C@H](C(=O)OCC)CCC(=O)OCC)=O)C=C1 (diethyl(S)-2-(2,3-dihydro-6-nitro-3-oxo-1,2-benzisothiazol-2-yl)glutarate). The reagents and catalysts are [Fe] (iron), [Fe] (iron). Run in C(C)(=O)O (acetic acid). Conditions: temperature 55 celsius, time 1 hour. Yields the product NC1=CC2=C(C(N(S2)[C@H](C(=O)OCC)CCC(=O)OCC)=O)C=C1 (diethyl(S)-2-(6-amino-2,3-dihydro-3-oxo-1,2-benzisothiazol-2-yl)glutarate). Isolated yield 93.6%. As a reaction SMILES: [N+:1]([C:4]1[CH:26]=[CH:25][C:7]2[C:8](=[O:24])[N:9]([C@@H:11]([CH2:17][CH2:18][C:19]([O:21][CH2:22][CH3:23])=[O:20])[C:12]([O:14][CH2:15][CH3:16])=[O:13])[S:10][C:6]=2[CH:5]=1)([O-])=O>C(O)(=O)C.[Fe]>[NH2:1][C:4]1[CH:26]=[CH:25][C:7]2[C:8](=[O:24])[N:9]([C@@H:11]([CH2:17][CH2:18][C:19]([O:21][CH2:22][CH3:23])=[O:20])[C:12]([O:14][CH2:15][CH3:16])=[O:13])[S:10][C:6]=2[CH:5]=1. Procedure details: A solution of diethyl(S)-2-(2,3-dihydro-6-nitro-3-oxo-1,2-benzisothiazol-2-yl)glutarate (4.0 g, 10 mmol) and suspended iron (1.0 g, 18 mmol) in acetic acid (100 ml) was stirred under nitrogen for 1 hour at 55° C. Additional iron (3×0.25 g, 13 mmol) was added at intervals of 1, 1.25, and 1.75 hours. The reaction mixture was stirred 30 minutes after the last addition, filtered, concentrated in vacuo, and the residue absorbed onto silica gel (20 g) from a methylene chloride solution. Purification b... Reactants: O=C([O-])[O-], COC=O, [H-], [K+], [K+], [Na+], CN(C)C=O, COC(=O)Cn1ncnc1-c1ccccc1. Yields the product COC(=O)C(=CO)n1ncnc1-c1ccccc1. As a reaction SMILES: [C:23](=[O:24])([O-:25])[O-:26].[CH:19](=[O:20])[O:21][CH3:22].[H-:1].[K+:27].[K+:28].[Na+:2].[O:29]=[CH:30][N:31]([CH3:32])[CH3:33].[c:3]1(-[c:9]2[n:10][cH:11][n:12][n:13]2[CH2:14][C:15](=[O:16])[O:17][CH3:18])[cH:4][cH:5][cH:6][cH:7][cH:8]1>>[c:3]1(-[c:9]2[n:10][cH:11][n:12][n:13]2[C:14]([C:15](=[O:16])[O:17][CH3:18])=[CH:19][OH:20])[cH:4][cH:5][cH:6][cH:7][cH:8]1. The reactants are CN, CC#N, CO, CCOC(=O)C(C(=O)OCC)=C1SC=C(CCl)N1c1ccc(F)c(F)c1F. Product: CCOC(=O)C(C(=O)OCC)=C1SC=C2CN(C)c3c(ccc(F)c3F)N21. RXN SMILES: [CH3:28][NH2:29].[CH3:30][C:31]#[N:32].[CH3:33][OH:34].[F:1][c:2]1[c:3]([N:10]2[C:11](=[C:17]([C:18](=[O:19])[O:20][CH2:21][CH3:22])[C:23](=[O:24])[O:25][CH2:26][CH3:27])[S:12][CH:13]=[C:14]2[CH2:15][Cl:16])[cH:4][cH:5][c:6]([F:9])[c:7]1[F:8]>>[c:2]12[c:3]([cH:4][cH:5][c:6]([F:9])[c:7]1[F:8])[N:10]1[C:11](=[C:17]([C:18](=[O:19])[O:20][CH2:21][CH3:22])[C:23](=[O:24])[O:25][CH2:26][CH3:27])[S:12][CH:13]=[C:14]1[CH2:15][N:29]2[CH3:28].